This data is from the Open Reaction Database (ORD), a public repository of structured organic reaction records. The task is: describe an organic reaction: reactants, conditions, products, and yield Reactants: C(C)OC(COC1=C(C=CC(=C1)Cl)C=O)=O (ethyl-(2-formyl-5-chloro-phenoxy)-acetate), [Mg] (Magnesium). Solvent: CO (methanol), CO (methanol), Cl (hydrochloric acid). The product is COC(=O)C=1OC2=C(C1)C=CC(=C2)Cl (Methyl-6-chloro-benzofurancarboxylate), solid. Isolated yield 46.0%. As a reaction SMILES: [Mg].[CH2:2]([O:4][C:5](=[O:17])[CH2:6][O:7][C:8]1[CH:13]=[C:12]([Cl:14])[CH:11]=[CH:10][C:9]=1[CH:15]=O)C>CO.Cl>[CH3:2][O:4][C:5]([C:6]1[O:7][C:8]2[CH:13]=[C:12]([Cl:14])[CH:11]=[CH:10][C:9]=2[CH:15]=1)=[O:17]. Reported procedure: Magnesium (1.2 g, 50 mmol) is dissolved in 40 ml of methanol. A solution of ethyl-(2-formyl-5-chloro-phenoxy)-acetate (2.1 g, 8.65 mmol) in 15 ml of methanol is added and the resulting mixture is heated under reflux for one hour, cooled, poured in 1N hydrochloric acid (150 ml). After stirring at room temperature the yellow solid is filtered, washed thoroughly with water and dried. Methyl-6-chloro-benzofurancarboxylate is obtained as a yellow solid (0.835 g, 46% yield). C10H7ClO3, MS (M+): 210, C... The reactants are BrC1=C(C=CC(=O)OCC)C=CC=C1 (Ethyl o-bromocinnamate), [H-].C(C(C)C)[Al+]CC(C)C (diisobutylaluminum hydride). The solvent is C1(=CC=CC=C1)C (toluene), C1(=CC=CC=C1)C (toluene). Product: BrC1=C(C=CCO)C=CC=C1 (o-bromocinnamylalcohol). Isolated yield 61.0%. RXN SMILES: [Br:1][C:2]1[CH:14]=[CH:13][CH:12]=[CH:11][C:3]=1[CH:4]=[CH:5][C:6](OCC)=[O:7].[H-].C([Al+]CC(C)C)C(C)C>C1(C)C=CC=CC=1>[Br:1][C:2]1[CH:14]=[CH:13][CH:12]=[CH:11][C:3]=1[CH:4]=[CH:5][CH2:6][OH:7] |f:1.2|. Procedure details: Ethyl o-bromocinnamate (66.3 g; 260 mM) was dissolved in 750 ml of anhydrous toluene under nitrogen in a three-neck round bottom flask equipped with addition funnel and condensor. A toluene solution of diisobutylaluminum hydride (520 mM; 1.53 M) was transferred via canula to the addition funnel and then added dropwise to the reaction mixture, which had been chilled to -78°. After the addition was completed the reaction was warmed to ambient temperature over a 1.5 hour period and quenched by the ... The reactants are C(CC)OC1=CC=C(C=NC2=CC=C(C=C2)S(N)(=O)=O)C=C1 (N-(4-propoxybenzylidene)-4-sulfamoylaniline), C[Si](C)(C)C#N (trimethylsilyl cyanide). Yields the product C(CC)OC1=CC=C(C=C1)C(C#N)NC1=CC=C(C=C1)S(N)(=O)=O (α-(4-Propoxyphenyl)-α-(4-sulfamoylanilino)acetonitrile), powder. Yield: 80.0%. Reaction SMILES: [CH2:1]([O:4][C:5]1[CH:22]=[CH:21][C:8]([CH:9]=[N:10][C:11]2[CH:16]=[CH:15][C:14]([S:17](=[O:20])(=[O:19])[NH2:18])=[CH:13][CH:12]=2)=[CH:7][CH:6]=1)[CH2:2][CH3:3].C[Si]([C:27]#[N:28])(C)C>>[CH2:1]([O:4][C:5]1[CH:22]=[CH:21][C:8]([CH:9]([NH:10][C:11]2[CH:16]=[CH:15][C:14]([S:17](=[O:20])(=[O:19])[NH2:18])=[CH:13][CH:12]=2)[C:27]#[N:28])=[CH:7][CH:6]=1)[CH2:2][CH3:3]. Procedure details: Following a procedure similar to that described in Example 1(ii), but using N-(4-propoxybenzylidene)-4-sulfamoylaniline [prepared as described in step (i) above] and trimethylsilyl cyanide as starting materials, the title compound was obtained as a pale yellow powder (yield 80%). Starting materials: BrC1=C(C=CC=C1)C (2-bromotoluene), [Mg] (magnesium), COC(=O)C=1N=CNC1C (5-methyl-4-imidazole-carboxylic acid methyl ester), [Mg] (magnesium), S(O)(O)(=O)=O (sulfuric acid). The solvent is O1CCCC1 (tetrahydrofuran), O1CCCC1 (tetrahydrofuran), O (water). Run at temperature 50 celsius, time 15 minute. The product is CC1=C(N=CN1)C(C1=C(C=CC=C1)C)=O (5-Methyl-4-(2'-methylbenzoyl)imidazole). As a reaction SMILES: [Mg].Br[C:3]1[CH:8]=[CH:7][CH:6]=[CH:5][C:4]=1[CH3:9].C[O:11][C:12]([C:14]1[N:15]=[CH:16][NH:17][C:18]=1[CH3:19])=O.S(=O)(=O)(O)O>O1CCCC1.O>[CH3:19][C:18]1[NH:17][CH:16]=[N:15][C:14]=1[C:12](=[O:11])[C:3]1[CH:8]=[CH:7][CH:6]=[CH:5][C:4]=1[CH3:9]. Procedure: 4.9 g of dry magnesium turnings are covered with 50 ml of dry tetrahydrofuran. The mixture is heated to boiling and a solution of 34 g of 2-bromotoluene in 50 ml of dry tetrahydrofuran is added dropwise at such a rate that a smooth reaction is maintained. After the addition is complete, the reaction mixture is refluxed for about 30 minutes until the magnesium turnings no longer react. The reaction mixture is then cooled to about 50° C. and 20 g of 5-methyl-4-imidazole-carboxylic acid methyl este...